This data is from the Open Reaction Database (ORD), a public repository of structured organic reaction records. The task is: describe an organic reaction: reactants, conditions, products, and yield Run in C(C)OC(C)O (ethoxyethanol), O (water). Starting materials: BrC=1C=C(N)C=CC1 (m-bromoaniline), Cl.N1=CC=CC=C1 (pyridine HCl salt), ClC1=C(C=NC2=CC=C(N=C12)OCC)C#N (4-Chloro-6-ethoxyl-[1,5]naphthyridine-3-carbonitrile), [NH4+].[OH-] (NH4OH). Reported procedure: 4-Chloro-6-ethoxyl-[1,5]naphthyridine-3-carbonitrile (500 mg, 2.14 mmol) was heated at reflux with m-bromoaniline (0.69 ml, 3 eq) in the presence of pyridine HCl salt (250 mg, 1.1 eq) in ethoxyethanol (20 ml) under argon for 3 hrs. After cooling the mixture was diluted with water, made basic with NH4OH, and extracted with CH2Cl2. The extracts were washed (Brine), dried (Na2SO4), and concentrated. The remaining solid was triturated with a mixture of CH2Cl2 and ether, giving the title compound as ... RXN SMILES: Cl[C:2]1[C:11]2[C:6](=[CH:7][CH:8]=[C:9]([O:12][CH2:13][CH3:14])[N:10]=2)[N:5]=[CH:4][C:3]=1[C:15]#[N:16].[Br:17][C:18]1[CH:19]=[C:20]([CH:22]=[CH:23][CH:24]=1)[NH2:21].Cl.N1C=CC=CC=1.[NH4+].[OH-]>C(OC(O)C)C.O>[Br:17][C:18]1[CH:19]=[C:20]([NH:21][C:2]2[C:11]3[C:6](=[CH:7][CH:8]=[C:9]([O:12][CH2:13][CH3:14])[N:10]=3)[N:5]=[CH:4][C:3]=2[C:15]#[N:16])[CH:22]=[CH:23][CH:24]=1 |f:2.3,4.5|. Yields the product BrC=1C=C(C=CC1)NC1=C(C=NC2=CC=C(N=C12)OCC)C#N (4-(3-Bromo-phenylamino)-6-ethoxy-[1,5]naphthyridine-3-carbonitrile).